This data is from the Open Reaction Database (ORD), a public repository of structured organic reaction records. The task is: describe an organic reaction: reactants, conditions, products, and yield Reactants: O=C([O-])O, CN(C)C=O, CN1CCCC1=O, ClC(Cl)Cl, CC(C)Nc1nc(Cl)nc(Nc2ccccc2)n1, Cl, Nc1ccccc1F, [Na+], C1COCCO1. Yields the product CC(C)Nc1nc(Nc2ccccc2)nc(Nc2ccccc2F)n1. As a reaction SMILES: [C:39](=[O:40])([OH:41])[O-:42].[CH3:19][N:20]([CH3:21])[CH:22]=[O:23].[CH3:44][N:45]1[CH2:46][CH2:47][CH2:48][C:49]1=[O:50].[CH:51]([Cl:52])([Cl:53])[Cl:54].[Cl:1][c:2]1[n:3][c:4]([NH:12][c:13]2[cH:14][cH:15][cH:16][cH:17][cH:18]2)[n:5][c:6]([NH:8][CH:9]([CH3:10])[CH3:11])[n:7]1.[ClH:38].[F:24][c:25]1[c:26]([NH2:27])[cH:28][cH:29][cH:30][cH:31]1.[Na+:43].[O:32]1[CH2:33][CH2:34][O:35][CH2:36][CH2:37]1>>[c:2]1([NH:27][c:26]2[c:25]([F:24])[cH:31][cH:30][cH:29][cH:28]2)[n:3][c:4]([NH:12][c:13]2[cH:14][cH:15][cH:16][cH:17][cH:18]2)[n:5][c:6]([NH:8][CH:9]([CH3:10])[CH3:11])[n:7]1. Reactants: OC1=C(C=C2CCC(C2=C1)=O)OC (6-Hydroxy-5-methoxy-indan-1-one), C(=O)([O-])[O-].[K+].[K+] (K2CO3), BrCCCOC (1-Bromo-3-methoxy-propane). Reagents/catalysts: [I-].C(CCC)[N+](CCCC)(CCCC)CCCC (tetrabutyl-ammonium iodide). The product is COC=1C=C2CCC(C2=CC1OCCOC)=O (5-Methoxy-6-(2-methoxy-ethoxy)-indan-1-one). As a reaction SMILES: [OH:1][C:2]1[CH:10]=[C:9]2[C:5]([CH2:6][CH2:7][C:8]2=[O:11])=[CH:4][C:3]=1[O:12][CH3:13].C([O-])([O-])=O.[K+].[K+].BrC[CH2:22][CH2:23][O:24][CH3:25]>[I-].C([N+](CCCC)(CCCC)CCCC)CCC>[CH3:13][O:12][C:3]1[CH:4]=[C:5]2[C:9](=[CH:10][C:2]=1[O:1][CH2:22][CH2:23][O:24][CH3:25])[C:8](=[O:11])[CH2:7][CH2:6]2 |f:1.2.3,5.6|. Procedure details: To a mixture of 6-Hydroxy-5-methoxy-indan-1-one (10.5 g, 59 mmol), K2CO3 (16 g, 118 mmol), tetrabutyl-ammonium iodide (2 g, 5.9 mmol) suspended in actone (200 ml), 1-Bromo-3-methoxy-propane (8.5 ml, 88.5 mmol) was added, and then the mixture was heated to reflux for 4 hs under N2. The solid was filtered off and washed by actone (50 ml×3), the filtrate was concentrated to give the crude product which was used directly for next step without purification. LC-MS: m/e 237 (MH+) Reactants: CSc1ncc2cc(-c3ccc(F)c(NC(=O)Nc4cc(C(C)(C)C)nn4C)c3)c(=O)n(C)c2n1, CN, Cl, Cl. The product is CNc1ncc2cc(-c3ccc(F)c(NC(=O)Nc4cc(C(C)(C)C)nn4C)c3)c(=O)n(C)c2n1. As a reaction SMILES: [C:1]([CH3:2])([CH3:3])([CH3:4])[c:5]1[n:6][n:7]([CH3:35])[c:8]([NH:10][C:11](=[O:12])[NH:13][c:14]2[c:15]([F:34])[cH:16][cH:17][c:18](-[c:20]3[cH:21][c:22]4[c:23]([n:24][c:25]([S:28][CH3:29])[n:26][cH:27]4)[n:30]([CH3:33])[c:31]3=[O:32])[cH:19]2)[cH:9]1.[CH3:36][NH2:37].[ClH:38].[ClH:39]>>[C:1]([CH3:2])([CH3:3])([CH3:4])[c:5]1[n:6][n:7]([CH3:35])[c:8]([NH:10][C:11](=[O:12])[NH:13][c:14]2[c:15]([F:34])[cH:16][cH:17][c:18](-[c:20]3[cH:21][c:22]4[c:23]([n:24][c:25]([NH:37][CH3:36])[n:26][cH:27]4)[n:30]([CH3:33])[c:31]3=[O:32])[cH:19]2)[cH:9]1. Reactants: BrC=1C=C(C=2C3=C(NC2C1)C(NC(N3)=O)=O)F (7-bromo-9-fluoro-1H-pyrimido[5,4-b]indole-2,4(3H,5H)-dione), O([K])C (KOMe). Run in O1CCOCC1 (dioxan). The product is BrC=1C=C(C=2C3=C(NC2C1)C(NC(N3)=O)=O)OC (7-bromo-9-methoxy-1H-pyrimido[5,4-b]indole-2,4(3H,5H)-dione). Isolated yield 36.8%. As a reaction SMILES: [Br:1][C:2]1[CH:3]=[C:4](F)[C:5]2[C:6]3[NH:14][C:13](=[O:15])[NH:12][C:11](=[O:16])[C:7]=3[NH:8][C:9]=2[CH:10]=1.[O:18]([CH3:20])[K]>O1CCOCC1>[Br:1][C:2]1[CH:3]=[C:4]([O:18][CH3:20])[C:5]2[C:6]3[NH:14][C:13](=[O:15])[NH:12][C:11](=[O:16])[C:7]=3[NH:8][C:9]=2[CH:10]=1. Reported procedure: 1.7 g (5.7 mmol) 7-bromo-9-fluoro-1H-pyrimido[5,4-b]indole-2,4(3H,5H)-dione, 4.5 g (17.0 mmol) 18-Krone-6 and 12 ml (162.5 mmol) 30% KOMe solution (MeOH) were refluxed in 600 ml dioxan for 20 h. Having cooled down to room temperature, the solvent was concentrated, water was added and acidified using 1 N HCl. The resulting precipitate was sucked off and washed with water. 650 mg (37%) 7-bromo-9-methoxy-1H-pyrimido[5,4-b]indole-2,4(3H,5H)-dione was obtained. ESI-MS [m/z]: 308, 310 [M−H]− Starting materials: ClC(Cl)OC (dichloromethylmethylether), COC(C(C)(C1=CC=CC=C1)C)=O (2-methyl-2-phenyl-propionic acid methyl ester), Cl (HCl). Reagents/catalysts: Cl[Ti](Cl)(Cl)Cl (TiCl4). Solvent: C(Cl)Cl (MeCl2). Reaction conditions: temperature 0 celsius, time 16 hour. The product is COC(C(C)(C)C1=CC=C(C=C1)C=O)=O (2-(4-Formyl-phenyl)-2-methyl-propionic acid methyl ester). Yield: 63.8%. As a reaction SMILES: [CH3:1][O:2][C:3](=[O:13])[C:4]([CH3:12])([C:6]1[CH:11]=[CH:10][CH:9]=[CH:8][CH:7]=1)[CH3:5].Cl[CH:15]([O:17]C)Cl.Cl>C(Cl)Cl.Cl[Ti](Cl)(Cl)Cl>[CH3:1][O:2][C:3](=[O:13])[C:4]([C:6]1[CH:7]=[CH:8][C:9]([CH:15]=[O:17])=[CH:10][CH:11]=1)([CH3:5])[CH3:12]. Procedure: 6.80 g (38 mmol) of 2-methyl-2-phenyl-propionic acid methyl ester was dissolved at rt in 200 mL MeCl2 and 7.01 ml (90.4 g=76 mmol) of dichloromethylmethylether was added and the mixture cooled down to 0° C.; 21.47 mL (36.93 g=191 mmol) TiCl4 was added over 15 min and the reaction warmed up to ambient temperature; stirring was continued for 16 hours. The reaction mixture was then treated at 0° C. with 20 ml of HCl (37% in water) and extracted twice with MeCl2; the organic phases were washed with ... Reactants: C(C)(C)N(CC)C(C)C (Diisopropylethylamine), Cl.C(C=C)N1C(=O)[C@H](CC2=CC=CC=C12)N ((S)-1-allyl-3-amino-3,4-dihydrocarbostyril hydrochloride), ClC=1C=C2C=C(NC2=CC1)C(=O)O (5-chloroindole-2-carboxylic acid), ON1N=NC2=C1N=CC=C2 (1-hydroxy-7-azabenzotriazole), Cl.CN(CCCN=C=NCC)C (1-[3-(dimethylamino)propyl]-3-ethylcarbodiimide hydrochloride). Run in O1CCCC1 (tetrahydrofuran). Conditions: time 16 hour. The product is C(C=C)N1C(=O)[C@H](CC2=CC=CC=C12)NC(=O)C=1NC2=CC=C(C=C2C1)Cl ((S)-1-allyl-3-(5-chloroindole-2-carbonylamino)-3,4-dihydrocarbostyril). Isolated yield 53.7%. RXN SMILES: Cl.[CH2:2]([N:5]1[C:15]2[C:10](=[CH:11][CH:12]=[CH:13][CH:14]=2)[CH2:9][C@H:8]([NH2:16])[C:6]1=[O:7])[CH:3]=[CH2:4].[Cl:17][C:18]1[CH:19]=[C:20]2[C:24](=[CH:25][CH:26]=1)[NH:23][C:22]([C:27](O)=[O:28])=[CH:21]2.ON1C2N=CC=CC=2N=N1.Cl.CN(C)CCCN=C=NCC.C(N(C(C)C)CC)(C)C>O1CCCC1>[CH2:2]([N:5]1[C:15]2[C:10](=[CH:11][CH:12]=[CH:13][CH:14]=2)[CH2:9][C@H:8]([NH:16][C:27]([C:22]2[NH:23][C:24]3[C:20]([CH:21]=2)=[CH:19][C:18]([Cl:17])=[CH:26][CH:25]=3)=[O:28])[C:6]1=[O:7])[CH:3]=[CH2:4] |f:0.1,4.5|. Reported procedure: (S)-1-allyl-3-amino-3,4-dihydrocarbostyril hydrochloride (7.6 mg) was added to a mixture of tetrahydrofuran (4 mL), 5-chloroindole-2-carboxylic acid (6.9 mg), 1-hydroxy-7-azabenzotriazole (5.5 mg), and 1-[3-(dimethylamino)propyl]-3-ethylcarbodiimide hydrochloride (7.7 mg) at room temperature. Diisopropylethylamine (12 mg) was added, and the resulting yellow suspension was stirred under argon for 16 h, during which a solution formed. The solution was evaporated under vacuum and the residue was di...